This data is from the Open Reaction Database (ORD), a public repository of structured organic reaction records. The task is: describe an organic reaction: reactants, conditions, products, and yield Reactants: COCCOCCl (methoxyethoxymethyl chloride), C(C)(C)N(C(C)C)CC (N,N-diisopropylethyl amine), OC(C)C=1SC=CC1SC (2-(1-hydroxyethyl)3-methylthiothiophene), COCCOCCl (methoxyethoxymethyl chloride), C(C)(C)N(C(C)C)CC (N,N-diisopropylethylamine). The solvent is C(Cl)Cl (methylene chloride). Conditions: time 18 hour. Product: COCCOCOC(C)C=1SC=CC1SC (2-[1-(Methoxyethoxymethoxy)ethyl]-3-methylthiothiophene). Isolated yield 87.1%. As a reaction SMILES: [OH:1][CH:2]([C:4]1[S:5][CH:6]=[CH:7][C:8]=1[S:9][CH3:10])[CH3:3].[CH3:11][O:12][CH2:13][CH2:14][O:15][CH2:16]Cl.C(N(CC)C(C)C)(C)C>C(Cl)Cl>[CH3:11][O:12][CH2:13][CH2:14][O:15][CH2:16][O:1][CH:2]([C:4]1[S:5][CH:6]=[CH:7][C:8]=1[S:9][CH3:10])[CH3:3]. Reported procedure: To a stirred solution of 2-(1-hydroxyethyl)3-methylthiothiophene (13.5 g, 0.077 mol) in dry methylene chloride (100 ml) was added methoxyethoxymethyl chloride (11.5 g, 0.092 mol) followed by N,N-diisopropylethylamine (12.1 g, 0.092 mol) with cooling. The solution was stirred at room temperature for 18 hours. Some starting material remained upon work up at this point. The material was recycled as above using 1/2 the above quantities of methoxyethoxymethyl chloride and N,N-diisopropylethyl amine. ...